This data is from the Open Reaction Database (ORD), a public repository of structured organic reaction records. The task is: describe an organic reaction: reactants, conditions, products, and yield Starting materials: C(C)OC(C(=CN)OCC)=O (β-amino--ethoxyacrylic acid ethyl ester), ClC1=C(CNN)C=CC=C1 (2-chlorobenzylhydrazine), Example 45. Product: NC=1NN(C(C1)=O)CC1=C(C=CC=C1)Cl (3-Amino-1-(2-chlorobenzyl)-pyrazol-5-one). Isolated yield 40.0%. As a reaction SMILES: C([O:3][C:4](=O)[C:5](OCC)=[CH:6][NH2:7])C.[Cl:12][C:13]1[CH:21]=[CH:20][CH:19]=[CH:18][C:14]=1[CH2:15][NH:16][NH2:17]>>[NH2:7][C:6]1[NH:17][N:16]([CH2:15][C:14]2[CH:18]=[CH:19][CH:20]=[CH:21][C:13]=2[Cl:12])[C:4](=[O:3])[CH:5]=1. Procedure details: 35 g of β-amino--ethoxyacrylic acid ethyl ester and 32 g of 2-chlorobenzylhydrazine when reacted as described in Example 45 yield 17.5 g of the compound identified above as colorless crystals of melting point 153°. (Yield: 40% of theory) As a reaction SMILES: [CH:1]1([N:4]([CH2:31][C:32]2[CH:37]=[CH:36][CH:35]=[C:34]([Cl:38])[C:33]=2[Cl:39])[C:5](=[O:30])[CH:6]([CH2:10][C:11]2[CH:16]=[CH:15][C:14]([O:17][CH2:18][CH2:19][O:20][C:21]3[C:26]([Cl:27])=[CH:25][C:24]([CH3:28])=[CH:23][C:22]=3[Cl:29])=[CH:13][CH:12]=2)[CH2:7][CH2:8]O)[CH2:3][CH2:2]1.CCN(C(C)C)C(C)C.CS(Cl)(=O)=O.[N-:54]=[N+:55]=[N-:56].[Na+]>C(Cl)Cl.O>[N:54]([CH2:8][CH2:7][CH:6]([CH2:10][C:11]1[CH:12]=[CH:13][C:14]([O:17][CH2:18][CH2:19][O:20][C:21]2[C:26]([Cl:27])=[CH:25][C:24]([CH3:28])=[CH:23][C:22]=2[Cl:29])=[CH:15][CH:16]=1)[C:5]([N:4]([CH:1]1[CH2:2][CH2:3]1)[CH2:31][C:32]1[CH:37]=[CH:36][CH:35]=[C:34]([Cl:38])[C:33]=1[Cl:39])=[O:30])=[N+:55]=[N-:56] |f:3.4|. The reactants are C1(CC1)N(C(C(CCO)CC1=CC=C(C=C1)OCCOC1=C(C=C(C=C1Cl)C)Cl)=O)CC1=C(C(=CC=C1)Cl)Cl (N-Cyclopropyl-N-(2,3-dichlorobenzyl)-2-{4-[2-(2,6-dichloro-4-methylphenoxy)ethoxy]benzyl}-4-hydroxybutanamide), [N-]=[N+]=[N-].[Na+] (sodium azide), CCN(C(C)C)C(C)C (Hunig's base), CS(=O)(=O)Cl (methanesulfonyl chloride). Product: N(=[N+]=[N-])CCC(C(=O)N(CC1=C(C(=CC=C1)Cl)Cl)C1CC1)CC1=CC=C(C=C1)OCCOC1=C(C=C(C=C1Cl)C)Cl (4-Azido-N-cyclopropyl-N-(2,3-dichlorobenzyl)-2-{4-[2-(2,6-dichloro-4-methylphenoxy)ethoxy]benzyl}butanamide). Run in C(Cl)Cl (CH2Cl2), O (water). Run at temperature 0 celsius, time 10 minute. Procedure details: N-Cyclopropyl-N-(2,3-dichlorobenzyl)-2-{4-[2-(2,6-dichloro-4-methylphenoxy)ethoxy]benzyl}-4-hydroxybutanamide from the previous step (1 eq.) and Hunig's base (3.5 eq.) were combined in CH2Cl2 (0.024 M). At −78° C., methanesulfonyl chloride (1.5 eq) was added and the reaction mixture was stirred at −78° C. for 10 min and at 0° C. for 10 min. The resulting mixture was quenched with sat. aq. NaHCO3 and extracted with CH2Cl2. The combined organic extracts were dried over MgSO4, filtered and the filt... Procedure: 2-Ethylsulfanyl-6-phenyl-pyrimidin-4-ol (3.0 g, 12.8 mmol) was treated with 3-chloro-4-methoxy-phenylamine (2.0 g, 12.8 mmol) in diphenyl ether at 180° C. for 16 hours to give 2-(3-chloro-4-methoxy-phenylamino)-6-phenyl-pyrimidin-4-ol. Solvent: C1(=CC=CC=C1)OC1=CC=CC=C1 (diphenyl ether). Reaction SMILES: C(S[C:4]1[N:9]=[C:8]([OH:10])[CH:7]=[C:6]([C:11]2[CH:16]=[CH:15][CH:14]=[CH:13][CH:12]=2)[N:5]=1)C.[Cl:17][C:18]1[CH:19]=[C:20]([NH2:26])[CH:21]=[CH:22][C:23]=1[O:24][CH3:25]>C1(OC2C=CC=CC=2)C=CC=CC=1>[Cl:17][C:18]1[CH:19]=[C:20]([NH:26][C:4]2[N:9]=[C:8]([OH:10])[CH:7]=[C:6]([C:11]3[CH:12]=[CH:13][CH:14]=[CH:15][CH:16]=3)[N:5]=2)[CH:21]=[CH:22][C:23]=1[O:24][CH3:25]. Reactants: C(C)SC1=NC(=CC(=N1)O)C1=CC=CC=C1 (2-Ethylsulfanyl-6-phenyl-pyrimidin-4-ol), ClC=1C=C(C=CC1OC)N (3-chloro-4-methoxy-phenylamine). The product is ClC=1C=C(C=CC1OC)NC1=NC(=CC(=N1)O)C1=CC=CC=C1 (2-(3-chloro-4-methoxy-phenylamino)-6-phenyl-pyrimidin-4-ol).